From a dataset of the Open Reaction Database (ORD), a public repository of structured organic reaction records. describe an organic reaction: reactants, conditions, products, and yield Starting materials: ketone, FC(C(=O)C1=CC=C(C=C1)OCCCCCC(F)(F)F)(F)F (2,2,2-Trifluoro-1-(4-(6,6,6-trifluorohexyloxy)phenyl)ethanone), CC(C)(C)[S@](=O)N ((S)-2-methylpropane-2-sulfinamide). Reagents/catalysts: C(C)O[Ti](OCC)(OCC)OCC (tetraethoxytitanium). The solvent is CCOC(=O)C (EtOAc), CCOC(=O)C (EtOAc), C1CCOC1 (THF), C1CCOC1 (THF), CCCCCC (hexane). Product: CC(C)(C)[S@](=O)/N=C(/C(F)(F)F)\C1=CC=C(C=C1)OCCCCCC(F)(F)F ((S,E)-2-Methyl-N-(2,2,2-trifluoro-1-(4-(6,6,6-trifluorohexyloxy)phenyl)ethylidene)propane-2-sulfinamide). Yield: 65.8%. As a reaction SMILES: [F:1][C:2]([F:22])([F:21])[C:3]([C:5]1[CH:10]=[CH:9][C:8]([O:11][CH2:12][CH2:13][CH2:14][CH2:15][CH2:16][C:17]([F:20])([F:19])[F:18])=[CH:7][CH:6]=1)=O.[CH3:23][C:24]([S@@:27]([NH2:29])=[O:28])([CH3:26])[CH3:25]>C1COCC1.CCCCCC.CCOC(C)=O.C(O[Ti](OCC)(OCC)OCC)C>[CH3:23][C:24]([S@@:27](/[N:29]=[C:3](\[C:5]1[CH:10]=[CH:9][C:8]([O:11][CH2:12][CH2:13][CH2:14][CH2:15][CH2:16][C:17]([F:20])([F:19])[F:18])=[CH:7][CH:6]=1)/[C:2]([F:22])([F:21])[F:1])=[O:28])([CH3:26])[CH3:25]. Procedure details: To a solution of Intermediate 8B (717 mg, 2.184 mmol) and (S)-2-methylpropane-2-sulfinamide (529 mg, 4.37 mmol) in THF (10 mL) was added tetraethoxytitanium (1993 mg, 8.74 mmol) in THF (20 mL). The resulting mixture was reflux for 5 h. TLC (20% EtOAc in hexane) indicated the starting ketone was completely consumed. The solvent was evaporated to afford a yellow oil. This yellow oil was dissolved in EtOAc and then washed with saturated NaHCO3 (25 mL) and a large amount of white precipitation forme... Starting materials: CCS, CCCc1cc(C=O)cc(OC)c1, [H-], [Na+], CN(C)C=O. Yields the product CCCc1cc(O)cc(C=O)c1. RXN SMILES: [CH2:3]([SH:4])[CH3:5].[CH3:6][O:7][c:8]1[cH:9][c:10]([CH:11]=[O:12])[cH:13][c:14]([CH2:16][CH2:17][CH3:18])[cH:15]1.[H-:1].[Na+:2].[O:19]=[CH:20][N:21]([CH3:22])[CH3:23]>>[OH:7][c:8]1[cH:9][c:10]([CH:11]=[O:12])[cH:13][c:14]([CH2:16][CH2:17][CH3:18])[cH:15]1. Reactants: O=C([O-])[O-], [K+], [K+], CN1CCCCC1CCc1ccccc1N, O, c1ccncc1, O=C(Cl)c1cccs1. Product: CN1CCCCC1CCc1ccccc1NC(=O)c1cccs1. RXN SMILES: [C:31](=[O:32])([O-:33])[O-:34].[K+:35].[K+:36].[NH2:9][c:10]1[c:11]([CH2:12][CH2:13][CH:14]2[N:15]([CH3:20])[CH2:16][CH2:17][CH2:18][CH2:19]2)[cH:21][cH:22][cH:23][cH:24]1.[OH2:37].[cH:25]1[cH:26][cH:27][n:28][cH:29][cH:30]1.[s:1]1[c:2]([C:6](=[O:7])[Cl:8])[cH:3][cH:4][cH:5]1>>[s:1]1[c:2]([C:6](=[O:7])[NH:9][c:10]2[c:11]([CH2:12][CH2:13][CH:14]3[N:15]([CH3:20])[CH2:16][CH2:17][CH2:18][CH2:19]3)[cH:21][cH:22][cH:23][cH:24]2)[cH:3][cH:4][cH:5]1.